The task is: describe an organic reaction: reactants, conditions, products, and yield. This data is from the Open Reaction Database (ORD), a public repository of structured organic reaction records. Reactants: Cl (HCl), CC1(O[C@@H]2[C@H](O1)CCC[C@H]2NC2CCN(CC2)C=2SC=C(N2)C2=CC=1C(CCC(C1C=C2)(C)C)(C)C)C (((3aS,4R,7aR)-2,2-dimethylhexahydrobenzo-1,3-dioxol-4-yl)-{1-[4-(5,5,8,8-tetramethyl-5,6,7,8-tetrahydronaphthalen-2-yl)thiazol-2-yl]piperidin-4-yl}amine). The solvent is CO (methanol). Conditions: time 8 hour. The product is CC1(C=2C=CC(=CC2C(CC1)(C)C)C=1N=C(SC1)N1CCC(CC1)N[C@H]1[C@@H]([C@@H](CCC1)O)O)C ((1R,2S,3R)-3-{1-[4-(5,5,8,8-tetramethyl-5,6,7,8-tetrahydronaphthalen-2-yl)thiazol-2-yl]piperidin-4-ylamino}cyclohexane-1,2-diol). As a reaction SMILES: Cl.CC1(C)[O:7][C@@H:6]2[CH2:8][CH2:9][CH2:10][C@@H:11]([NH:12][CH:13]3[CH2:18][CH2:17][N:16]([C:19]4[S:20][CH:21]=[C:22]([C:24]5[CH:33]=[CH:32][C:31]6[C:30]([CH3:35])([CH3:34])[CH2:29][CH2:28][C:27]([CH3:37])([CH3:36])[C:26]=6[CH:25]=5)[N:23]=4)[CH2:15][CH2:14]3)[C@@H:5]2[O:4]1>CO>[CH3:34][C:30]1([CH3:35])[CH2:29][CH2:28][C:27]([CH3:36])([CH3:37])[C:26]2[CH:25]=[C:24]([C:22]3[N:23]=[C:19]([N:16]4[CH2:17][CH2:18][CH:13]([NH:12][C@@H:11]5[CH2:10][CH2:9][CH2:8][C@@H:6]([OH:7])[C@H:5]5[OH:4])[CH2:14][CH2:15]4)[S:20][CH:21]=3)[CH:33]=[CH:32][C:31]1=2. Procedure details: 3 ml of 1.25 N HCl in methanol are added to 45 mg of ((3aS,4R,7aR)-2,2-dimethylhexahydrobenzo-1,3-dioxol-4-yl)-{1-[4-(5,5,8,8-tetramethyl-5,6,7,8-tetrahydronaphthalen-2-yl)thiazol-2-yl]piperidin-4-yl}amine, and the mixture is stirred at room temperature overnight. The reaction mixture is evaporated and dried under high vacuum. The product is in the form of the hydrochloride. Starting materials: O=C([O-])[O-], CN(C)C=O, Clc1ccc2c(C3=CCNCC3)c[nH]c2c1, ClCCCCOc1cccc2[nH]ccc12, [K+], [K+]. Product: Clc1ccc2c(C3=CCN(CCCCOc4cccc5[nH]ccc45)CC3)c[nH]c2c1. Reaction SMILES: [C:32](=[O:33])([O-:34])[O-:35].[CH3:38][N:39]([CH3:40])[CH:41]=[O:42].[Cl:16][c:17]1[cH:18][cH:19][c:20]2[c:21]([C:26]3=[CH:31][CH2:30][NH:29][CH2:28][CH2:27]3)[cH:22][nH:23][c:24]2[cH:25]1.[Cl:1][CH2:2][CH2:3][CH2:4][CH2:5][O:6][c:7]1[c:8]2[cH:9][cH:10][nH:11][c:12]2[cH:13][cH:14][cH:15]1.[K+:36].[K+:37]>>[CH2:2]([CH2:3][CH2:4][CH2:5][O:6][c:7]1[c:8]2[cH:9][cH:10][nH:11][c:12]2[cH:13][cH:14][cH:15]1)[N:29]1[CH2:28][CH2:27][C:26]([c:21]2[c:20]3[cH:19][cH:18][c:17]([Cl:16])[cH:25][c:24]3[nH:23][cH:22]2)=[CH:31][CH2:30]1. The reactants are CCCCCCCCBr, CS(C)=O, [Na+], [OH-], O, O=C(O)c1ccc(O)cc1. Product: CCCCCCCCOc1ccc(C(=O)O)cc1. As a reaction SMILES: [Br:15][CH2:16][CH2:17][CH2:18][CH2:19][CH2:20][CH2:21][CH2:22][CH3:23].[CH3:11][S:12](=[O:13])[CH3:14].[Na+:26].[OH-:25].[OH2:24].[OH:1][C:2](=[O:3])[c:4]1[cH:5][cH:6][c:7]([OH:8])[cH:9][cH:10]1>>[OH:1][C:2](=[O:3])[c:4]1[cH:5][cH:6][c:7]([O:8][CH2:16][CH2:17][CH2:18][CH2:19][CH2:20][CH2:21][CH2:22][CH3:23])[cH:9][cH:10]1.